Dataset: the Open Reaction Database (ORD), a public repository of structured organic reaction records. Task: describe an organic reaction: reactants, conditions, products, and yield Reactants: O=C([O-])O, O=C(Cl)OCc1ccccc1, CC(C)=O, CCOC(C)=O, Nc1ccc2c(c1)CCC2, [Na+], [Na+], O, O=S(=O)([O-])O. Yields the product O=C(Nc1ccc2c(c1)CCC2)OCc1ccccc1. Reaction SMILES: [C:1](=[O:2])([OH:3])[O-:4].[CH2:16]([c:17]1[cH:18][cH:19][cH:20][cH:21][cH:22]1)[O:23][C:24](=[O:25])[Cl:26].[CH3:33][C:34](=[O:35])[CH3:36].[CH3:38][CH2:39][O:40][C:41](=[O:42])[CH3:43].[NH2:6][c:7]1[cH:8][c:9]2[c:13]([cH:14][cH:15]1)[CH2:12][CH2:11][CH2:10]2.[Na+:32].[Na+:5].[OH2:37].[S:27]([O-:28])([OH:29])(=[O:30])=[O:31]>>[NH:6]([c:7]1[cH:8][c:9]2[c:13]([cH:14][cH:15]1)[CH2:12][CH2:11][CH2:10]2)[C:24]([O:23][CH2:16][c:17]1[cH:18][cH:19][cH:20][cH:21][cH:22]1)=[O:25]. The reactants are CN1N=C(C(=C1)C(=O)Cl)[N+](=O)[O-] (1-methyl-3-nitro-4-pyrazolecarbonyl chloride), [NH4+].[OH-] (NH4OH). Yields the product CN1N=C(C(=C1)C(=O)N)[N+](=O)[O-] (1-methyl-3-nitro-4-pyrazolecarboxamide). Reaction SMILES: [CH3:1][N:2]1[CH:6]=[C:5]([C:7](Cl)=[O:8])[C:4]([N+:10]([O-:12])=[O:11])=[N:3]1.[NH4+:13].[OH-]>>[CH3:1][N:2]1[CH:6]=[C:5]([C:7]([NH2:13])=[O:8])[C:4]([N+:10]([O-:12])=[O:11])=[N:3]1 |f:1.2|. Procedure details: Seven gm. of 1-methyl-3-nitro-4-pyrazolecarbonyl chloride was added in portions to 50 ml. of concentrated NH4OH. The mixture was heated at reflux for 15 to 20 minutes, evaporated to dryness, and cooled. The resultant crystallized product was identified as 1-methyl-3-nitro-4-pyrazolecarboxamide, m.p. 190°-192° C. Reactants: C(C)N1C=NC=C1 (1-ethyl-1H-imidazole), CN1C=NC=C1 (1-methyl-1H-imidazole), FC1=CC=C(C=N1)C(=O)N(C)OC (6-fluoro-N-methoxy-N-methylpyridine-3-carboxamide), ClC1=CC=C(C(=O)N(C)OC)C=C1 (4-chloro-N-methoxy-N-methylbenzamide), Intermediate 18, FC1=CC=C(C=N1)C(=O)N(C)OC (6-Fluoro-N-methoxy-N-methylpyridine-3-carboxamide). Product: ClC1=CC=C(C=C1)C(=O)C1=CN=CN1CC ((4-Chlorophenyl)(1-ethyl-1H-imidazol-5-yl)methanone). Reaction SMILES: [CH2:1]([N:3]1[CH:7]=[CH:6][N:5]=[CH:4]1)[CH3:2].[Cl:8][C:9]1[CH:20]=[CH:19][C:12]([C:13](N(OC)C)=[O:14])=[CH:11][CH:10]=1.CN1C=CN=C1.FC1N=CC(C(N(OC)C)=O)=CC=1>>[Cl:8][C:9]1[CH:20]=[CH:19][C:12]([C:13]([C:7]2[N:3]([CH2:1][CH3:2])[CH:4]=[N:5][CH:6]=2)=[O:14])=[CH:11][CH:10]=1. Reported procedure: The title compound was prepared using 1-ethyl-1H-imidazole and 4-chloro-N-methoxy-N-methylbenzamide (Intermediate 18, step a) in place of 1-methyl-1H-imidazole and 6-fluoro-N-methoxy-N-methylpyridine-3-carboxamide, respectively, according to the procedure described for Intermediate 21, step c. The reactants are CC(=O)O, O=C(NCCCCNCc1cccc2nccn12)C(F)(F)C(F)(F)F. Product: O=C(NCCCCN1Cc2cccc3ncc(n23)C1)C(F)(F)C(F)(F)F. Reaction SMILES: [CH3:26][C:27](=[O:28])[OH:29].[F:1][C:2]([C:3](=[O:4])[NH:5][CH2:6][CH2:7][CH2:8][CH2:9][NH:10][CH2:11][c:12]1[cH:13][cH:14][cH:15][c:16]2[n:17]1[cH:18][cH:19][n:20]2)([C:21]([F:22])([F:23])[F:24])[F:25]>>[F:1][C:2]([C:3](=[O:4])[NH:5][CH2:6][CH2:7][CH2:8][CH2:9][N:10]1[CH2:11][c:12]2[cH:13][cH:14][cH:15][c:16]3[n:17]2[c:18]([cH:19][n:20]3)[CH2:26]1)([C:21]([F:22])([F:23])[F:24])[F:25]. Reaction SMILES: [CH2:1]([NH:3][S:4]([CH2:7][CH2:8][NH:9][C:10]1[CH:15]=[CH:14][C:13]([O:16][C:17]([F:20])([F:19])[F:18])=[CH:12][CH:11]=1)(=[O:6])=[O:5])[CH3:2].[S-:21][C:22]#[N:23].[K+].BrBr.[ClH:27]>C(O)(=O)C.C(O)C>[ClH:27].[CH2:1]([NH:3][S:4]([CH2:7][CH2:8][N:9]1[C:10]2[CH:15]=[CH:14][C:13]([O:16][C:17]([F:20])([F:18])[F:19])=[CH:12][C:11]=2[S:21][C:22]1=[NH:23])(=[O:5])=[O:6])[CH3:2] |f:1.2,7.8|. Solvent: C(C)O (ethanol), C(C)(=O)O (acetic acid). The product is Cl.C(C)NS(=O)(=O)CCN1C(SC2=C1C=CC(=C2)OC(F)(F)F)=N (N-Ethyl-2-(2-imino-6-trifluoromethoxy-3-benzothiazolinyl)ethanesulphonamide hydrochloride). Procedure details: The procedure is as in Example 3, starting with N-ethyl-2-(p-trifluoromethoxyanilino)ethanesulphonamide (6.1 g), potassium thiocyanate (7.6 g) and bromine (3.6 g) in acetic acid (60 cc). After 18 hours at a temperature in the region of 20° C., neutralization with 30% strength sodium hydroxide and extraction with ethyl acetate, a crude product is obtained, which product is converted to a hydrochloride by adding 4.2N ethereal hydrogen chloride (5 cc) in ethanol (30 cc) and recrystallized in absolu... The reactants are C(C)NS(=O)(=O)CCNC1=CC=C(C=C1)OC(F)(F)F (N-ethyl-2-(p-trifluoromethoxyanilino)ethanesulphonamide), Cl (hydrochloride), Cl (hydrogen chloride), [S-]C#N.[K+] (potassium thiocyanate), BrBr (bromine). Reaction SMILES: [Al+3:20].[Br:1][CH2:2][CH2:3][CH2:4][CH2:5][CH2:6][C:7](=[O:8])[Cl:9].[CH2:24]([Cl:25])[Cl:26].[Cl-:19].[Cl-:21].[Cl-:22].[ClH:23].[OH2:27].[s:10]1[c:11]2[c:12]([cH:13][cH:14]1)[cH:15][cH:16][cH:17][cH:18]2>>[Br:1][CH2:2][CH2:3][CH2:4][CH2:5][CH2:6][C:7](=[O:8])[c:14]1[s:10][c:11]2[c:12]([cH:13]1)[cH:15][cH:16][cH:17][cH:18]2. Reactants: [Al+3], O=C(Cl)CCCCCBr, ClCCl, [Cl-], [Cl-], [Cl-], Cl, O, c1ccc2sccc2c1. Yields the product O=C(CCCCCBr)c1cc2ccccc2s1.